From a dataset of the Open Reaction Database (ORD), a public repository of structured organic reaction records. describe an organic reaction: reactants, conditions, products, and yield The reactants are ( ε ), CC1=NC(=CS1)/C=C(\CO)/[C@@H]2C[C@H]3[C@H](O3)CCC[C@@H]([C@@H]([C@H](C(=O)C([C@H](CC(=O)O2)O)(C)C)C)O)C (Epothilone A9), CC1=NC(=CS1)/C=C/[C@@H]2C[C@H]3[C@H](O3)CCC[C@@H]([C@@H]([C@H](C(=O)C([C@H](CC(=O)O2)O)(C)C)C)O)C (Epothilone A8), ( 14 ), ( 27 ), ( 100 ), [K+].[Br-] (KBr), CC1=NC(=CS1)/C=C/[C@@H]2C[C@H]3[C@H](O3)CCC[C@@H]([C@@H]([C@H](C(=O)C([C@H](CC(=O)O2)O)(C)C)C)O)C (Epothilone A8), CC1=NC(=CS1)/C=C(\C)/[C@@H]2C/C=C(\CCC[C@@H]([C@@H]([C@H](C(=O)[C@@H]([C@H](CC(=O)O2)O)C)C)O)C)/C (Epothilone D1). The solvent is CO (MeOH), CO (MeOH). Product: CC1=NC(=CS1)/C=C(\C)/[C@@H]2C/C=C\CCC[C@@H]([C@@H]([C@H](C(=O)[C@H]([C@H](CC(=O)O2)O)C)C)O)C (Epothilone C2). RXN SMILES: [K+].[Br-].CC1SC=C(/C=C/[C@H]2OC(=O)C[C@H](O)C(C)(C)C(=O)[C@H](C)[C@@H](O)[C@@H](C)CCC[C@H]3O[C@H]3C2)N=1.[CH3:36][C:37]1[S:41][CH:40]=[C:39](/[CH:42]=[C:43](/[C@H:46]2[O:64][C:62](=[O:63])[CH2:61][C@H:60]([OH:65])[C:59](C)([CH3:66])[C:57](=[O:58])[C@H:56]([CH3:68])[C@@H:55]([OH:69])[C@@H:54]([CH3:70])[CH2:53][CH2:52][CH2:51][C@H:49]3O[C@H:48]3[CH2:47]2)\[CH2:44]O)[N:38]=1.CC1SC=C(/C=C(/[C@H]2OC(=O)C[C@H](O)[C@@H](C)C(=O)[C@H](C)[C@@H](O)[C@@H](C)CCCC(C)=CC2)\C)N=1>CO>[CH3:36][C:37]1[S:41][CH:40]=[C:39](/[CH:42]=[C:43](/[C@H:46]2[O:64][C:62](=[O:63])[CH2:61][C@H:60]([OH:65])[C@H:59]([CH3:66])[C:57](=[O:58])[C@H:56]([CH3:68])[C@@H:55]([OH:69])[C@@H:54]([CH3:70])[CH2:53][CH2:52][CH2:51][CH:49]=[CH:48][CH2:47]2)\[CH3:44])[N:38]=1 |f:0.1|. Procedure details: colorless amorphous solid; [α]22D −11.6 (c 10.0, MeOH); UV (MeOH) λmax nm (ε) 212 (15500), 249 (12100); IR (KBr) νmax 3428, 2962, 2929, 2877, 2859, 1734, 1705, 1460, 1251, 9S2 cm−1; 1H NM (CDCl3, 300 MHz) δ 6.99 (1H, s, H-19), 6.66 (1H, bs, H-17),5.55 (1H, ddd, J=10.4, 9.2, 6.1 Hz, H-12), 5.38 (1H, ddd, J=10.4, 9.3, 6.2 147, H-13),5.22 (1H, dd, J=8.8, 2.8 Hz, H-15), 4.42 (1H, dddd, J=9.4, 5.6, 4.2, 4.1 Hz, H-3),3.93 (1H, d, J=5.6 Hz, 3-OH), 3.86 (1H, m, H-7), 3.15 (1H, bs, 7-OH), 3.12 (1H, dq, J... Reactants: COC1=CC=C(CN)C=C1 (4-methoxybenzylamine), C(=O)([O-])[O-].[K+].[K+] (K2CO3), BrC1=CC=2C(=NC=C(C2S1)C#N)Cl (2-Bromo-4-chloro-7-cyanothieno[3,2-c]pyridine). The solvent is CN1C(CCC1)=O (1-methyl-2-pyrrolidinone). Conditions: temperature 130 celsius. Product: BrC1=CC=2C(=NC=C(C2S1)C#N)NCC1=CC=C(C=C1)OC (2-Bromo-7-cyano-4-p-methoxybenzylaminothieno[3,2-c]pyridine). Yield: 66.5%. Reaction SMILES: [CH3:1][O:2][C:3]1[CH:10]=[CH:9][C:6]([CH2:7][NH2:8])=[CH:5][CH:4]=1.C([O-])([O-])=O.[K+].[K+].[Br:17][C:18]1[S:26][C:25]2[C:24]([C:27]#[N:28])=[CH:23][N:22]=[C:21](Cl)[C:20]=2[CH:19]=1>CN1CCCC1=O>[Br:17][C:18]1[S:26][C:25]2[C:24]([C:27]#[N:28])=[CH:23][N:22]=[C:21]([NH:8][CH2:7][C:6]3[CH:9]=[CH:10][C:3]([O:2][CH3:1])=[CH:4][CH:5]=3)[C:20]=2[CH:19]=1 |f:1.2.3|. Reported procedure: To a stirred solution of 4-methoxybenzylamine (1.2 equiv., 2.4 mmol) and K2CO3 (2.4 equiv., 4.8 mmol) in 5 mL anhydrous 1-methyl-2-pyrrolidinone was added 15 (1 equiv., 2 mmol). The mixture was heated at 130° C. under N2 for 1.5 h, allowed to cool, and the product precipitated by the addition of H2O (5 mL). The mixture was filtered, washed with water, and dried, yielding 16 (1.33 mmol) as a brown solid. 1H NMR (400 MHz, d6-DMSO) δ: 8.75 (1H, t, broad), 8.56 (1H, s), 8.21 (1H, s), 7.43 (2H, d, J=... Reactants: C1(=CC=CC=C1)[B-](CCCC)(CCCC)CCCC.[Li+] (lithium phenyltri-n-butylborate), F[B-](F)(F)F.C1(=CC=CC=C1)[S+](CC(=O)C1=CC=C(C=C1)Br)C1=CC=CC=C1 (diphenyl(p-bromophenacyl)sulfonium tetrafluoroborate), O (water), resultant mixture. The solvent is C(C)#N (acetonitrile), C(C)#N (acetonitrile). Product: C1(=CC=CC=C1)[S+](CC(=O)C1=CC=C(C=C1)Br)C1=CC=CC=C1.C1(=CC=CC=C1)[B-](CCCC)(CCCC)CCCC (diphenyl(p-bromophenacyl)sulfonium phenyltri-n-butylborate). As a reaction SMILES: [C:1]1([B-:7]([CH2:16][CH2:17][CH2:18][CH3:19])([CH2:12][CH2:13][CH2:14][CH3:15])[CH2:8][CH2:9][CH2:10][CH3:11])[CH:6]=[CH:5][CH:4]=[CH:3][CH:2]=1.[Li+].F[B-](F)(F)F.[C:26]1([S+:32]([C:43]2[CH:48]=[CH:47][CH:46]=[CH:45][CH:44]=2)[CH2:33][C:34]([C:36]2[CH:41]=[CH:40][C:39]([Br:42])=[CH:38][CH:37]=2)=[O:35])[CH:31]=[CH:30][CH:29]=[CH:28][CH:27]=1.O>C(#N)C>[C:43]1([S+:32]([C:26]2[CH:31]=[CH:30][CH:29]=[CH:28][CH:27]=2)[CH2:33][C:34]([C:36]2[CH:37]=[CH:38][C:39]([Br:42])=[CH:40][CH:41]=2)=[O:35])[CH:44]=[CH:45][CH:46]=[CH:47][CH:48]=1.[C:1]1([B-:7]([CH2:12][CH2:13][CH2:14][CH3:15])([CH2:16][CH2:17][CH2:18][CH3:19])[CH2:8][CH2:9][CH2:10][CH3:11])[CH:6]=[CH:5][CH:4]=[CH:3][CH:2]=1 |f:0.1,2.3,6.7|. Procedure details: A solution of 2.82 g of lithium phenyltri-n-butylborate in 50 ml of acetonitrile was added to a solution of 5.00 g of diphenyl(p-bromophenacyl)sulfonium tetrafluoroborate in 100 ml of acetonitrile, and the resultant mixture was stirred at room temperature for 30 minutes. Then, 200 ml of water was added. The resultant precipitate of a yellow oily component was recovered, and 100 ml of dichloromethane was added. The dichloromethane layer was washed with water, dried and concentrated to give 2.23 o... The reactants are Cc1nc(NC(=O)c2ccccc2)sc1C(=O)O, NNC(=O)c1ccccc1, CN1CCOCC1, CCOC(C)=O, CC(C)COC(=O)Cl. The product is Cc1nc(NC(=O)c2ccccc2)sc1C(=O)NNC(=O)c1ccccc1. Reaction SMILES: [C:1]([c:2]1[cH:3][cH:4][cH:5][cH:6][cH:7]1)(=[O:8])[NH:9][c:10]1[s:11][c:12]([C:16](=[O:17])[OH:18])[c:13]([CH3:15])[n:14]1.[C:34]([c:35]1[cH:36][cH:37][cH:38][cH:39][cH:40]1)(=[O:41])[NH:42][NH2:43].[CH3:19][N:20]1[CH2:21][CH2:22][O:23][CH2:24][CH2:25]1.[CH3:44][CH2:45][O:46][C:47](=[O:48])[CH3:49].[Cl:26][C:27]([O:28][CH2:29][CH:30]([CH3:31])[CH3:32])=[O:33]>>[C:1]([c:2]1[cH:3][cH:4][cH:5][cH:6][cH:7]1)(=[O:8])[NH:9][c:10]1[s:11][c:12]([C:16](=[O:18])[NH:43][NH:42][C:34]([c:35]2[cH:36][cH:37][cH:38][cH:39][cH:40]2)=[O:41])[c:13]([CH3:15])[n:14]1. Reactants: [H-].C(C(C)C)[Al+]CC(C)C (Diisobutyl Aluminium Hydride), solution, C(C)OC(C(C(=O)OCC)C1=CC(=C2C(=N1)SC=C2C2=CC=CC=C2)NCC2=NC=CC=C2)=O (2-{3-Phenyl-4-[(pyridin-2-ylmethyl)-amino]-thieno[2,3-b]pyridin-6-yl}-malonic acid diethyl ester). Solvent: hexanes, C1CCOC1 (THF). Run at temperature 0 celsius, time 1 hour. Product: C1(=CC=CC=C1)C1=CSC2=NC(=CC(=C21)NCC2=NC=CC=C2)C(CO)CO (2-{3-Phenyl-4-[(pyridin-2-ylmethyl)-amino]-thieno[2,3-b]pyridin-6-yl}-propane-1,3-diol). RXN SMILES: C([O:3][C:4](=O)[CH:5]([C:11]1[N:16]=[C:15]2[S:17][CH:18]=[C:19]([C:20]3[CH:25]=[CH:24][CH:23]=[CH:22][CH:21]=3)[C:14]2=[C:13]([NH:26][CH2:27][C:28]2[CH:33]=[CH:32][CH:31]=[CH:30][N:29]=2)[CH:12]=1)[C:6](OCC)=[O:7])C.[H-].C([Al+]CC(C)C)C(C)C>C1COCC1>[C:20]1([C:19]2[C:14]3[C:15](=[N:16][C:11]([CH:5]([CH2:6][OH:7])[CH2:4][OH:3])=[CH:12][C:13]=3[NH:26][CH2:27][C:28]3[CH:33]=[CH:32][CH:31]=[CH:30][N:29]=3)[S:17][CH:18]=2)[CH:21]=[CH:22][CH:23]=[CH:24][CH:25]=1 |f:1.2|. Procedure details: A solution of 2-{3-Phenyl-4-[(pyridin-2-ylmethyl)-amino]-thieno[2,3-b]pyridin-6-yl}-malonic acid diethyl ester (87 mg, 0.18 mmol) in dry THF (10 ml) was cooled to 0° C. under nitrogen. Diisobutyl Aluminium Hydride (1.46 ml of a 1M solution in hexanes, 1.46 mmol) was added dropwise over 2 min and the mixture stirred at 0° C. for 1 h, then allowed to reach room temperature overnight. The reaction was quenched at 0° C. by adition of 1M Rochelle's salt (10 ml). The mixture was extracted with DCM (3×... Conditions: time 8 hour. Product: C(C=C)[C@@]1(C(N([C@@H]([C@H](C1)C1=CC(=CC=C1)Cl)C1=CC=C(C=C1)Cl)[C@H](CN1S(CCC1)(=O)=O)CC)=O)C ((3S,5R,6S)-3-allyl-5-(3-chlorophenyl)-6-(4-chlorophenyl)-1-((S)-1-(1,1-dioxidoisothiazolidin-2-yl)butan-2-yl)-3-methylpiperidin-2-one). Reactants: C(C=C)[C@@]1(C(N([C@@H]([C@H](C1)C1=CC(=CC=C1)Cl)C1=CC=C(C=C1)Cl)[C@H](CNS(=O)(=O)CCCCl)CC)=O)C (N-((S)-2-((3S,5R,6S)-3-allyl-5-(3-chlorophenyl)-6-(4-chlorophenyl)-3-methyl-2-oxopiperidin-1-yl)butyl)-3-chloropropane-1-sulfonamide), C1CCC2=NCCCN2CC1 (DBU). Solvent: CN(C)C=O (DMF). Reaction SMILES: [CH2:1]([C@@:4]1([CH3:37])[CH2:9][C@H:8]([C:10]2[CH:15]=[CH:14][CH:13]=[C:12]([Cl:16])[CH:11]=2)[C@@H:7]([C:17]2[CH:22]=[CH:21][C:20]([Cl:23])=[CH:19][CH:18]=2)[N:6]([C@@H:24]([CH2:34][CH3:35])[CH2:25][NH:26][S:27]([CH2:30][CH2:31][CH2:32]Cl)(=[O:29])=[O:28])[C:5]1=[O:36])[CH:2]=[CH2:3].C1CCN2C(=NCCC2)CC1>CN(C=O)C>[CH2:1]([C@@:4]1([CH3:37])[CH2:9][C@H:8]([C:10]2[CH:15]=[CH:14][CH:13]=[C:12]([Cl:16])[CH:11]=2)[C@@H:7]([C:17]2[CH:22]=[CH:21][C:20]([Cl:23])=[CH:19][CH:18]=2)[N:6]([C@@H:24]([CH2:34][CH3:35])[CH2:25][N:26]2[CH2:32][CH2:31][CH2:30][S:27]2(=[O:29])=[O:28])[C:5]1=[O:36])[CH:2]=[CH2:3]. Procedure: To a solution of N-((S)-2-((3S,5R,6S)-3-allyl-5-(3-chlorophenyl)-6-(4-chlorophenyl)-3-methyl-2-oxopiperidin-1-yl)butyl)-3-chloropropane-1-sulfonamide prepared above in Step A (36.1 mg, 0.062 mmol) in DMF (1.2 mL) was added DBU (46.4 μL, 0.308 mmol) at rt. After being stirred at rt overnight, the reaction was quenched (10% citric acid), extracted (3×EtOAc), and washed (saturated aq. NaHCO3 and sat. aq. NaCl solution). The combined organic layers were dried (Na2SO4) and concentrated under reduced ...